Dataset: the Open Reaction Database (ORD), a public repository of structured organic reaction records. Task: describe an organic reaction: reactants, conditions, products, and yield Yields the product COc1ccc(-c2ccc(Cl)cc2)c(COc2ccc(-c3nc4cc(C#N)ccc4n3C3CCCCC3)cc2)c1. Reactants: COc1ccc(-c2ccc(Cl)cc2)c(CBr)c1, O=C([O-])[O-], [Cs+], [Cs+], CN(C)C=O, N#Cc1ccc2c(c1)nc(-c1ccc(O)cc1)n2C1CCCCC1. RXN SMILES: [Br:31][CH2:32][c:33]1[c:34](-[c:41]2[cH:42][cH:43][c:44]([Cl:47])[cH:45][cH:46]2)[cH:35][cH:36][c:37]([O:39][CH3:40])[cH:38]1.[C:25](=[O:26])([O-:27])[O-:28].[Cs+:29].[Cs+:30].[O:48]=[CH:49][N:50]([CH3:51])[CH3:52].[OH:1][c:2]1[cH:3][cH:4][c:5](-[c:8]2[n:9][c:10]3[c:11]([n:12]2[CH:13]2[CH2:14][CH2:15][CH2:16][CH2:17][CH2:18]2)[cH:19][cH:20][c:21]([C:23]#[N:24])[cH:22]3)[cH:6][cH:7]1>>[O:1]([c:2]1[cH:3][cH:4][c:5](-[c:8]2[n:9][c:10]3[c:11]([n:12]2[CH:13]2[CH2:14][CH2:15][CH2:16][CH2:17][CH2:18]2)[cH:19][cH:20][c:21]([C:23]#[N:24])[cH:22]3)[cH:6][cH:7]1)[CH2:32][c:33]1[c:34](-[c:41]2[cH:42][cH:43][c:44]([Cl:47])[cH:45][cH:46]2)[cH:35][cH:36][c:37]([O:39][CH3:40])[cH:38]1. Reactants: C1(=CC=CC=C1)P(C1=C(C2=CC=CC=C2C=C1)C1=C(C=CC2=CC=CC=C12)P(C1=CC=CC=C1)C1=CC=CC=C1)C1=CC=CC=C1 (rac-2,2′-bis(diphenylphosphino)-1,1′-binaphthyl), CC(C)([O-])C.[Na+] (sodium tert-butoxide), COC(=O)C=1N(C(C2=CC=C(C=C2C1C1=CC=CC=C1)Br)=O)CC1=CC=C(C=C1)C(=O)OC(C)(C)C (6-bromo-2-(4-tert-butoxycarbonylbenzyl)-1-oxo-4-phenyl-1,2-dihydroisoquinoline-3-carboxylic acid methyl ester), C(C1=CC=CC=C1)N (benzylamine). The reagents and catalysts are C(C)(=O)[O-].[Pd+2].C(C)(=O)[O-] (palladium(II) acetate). The solvent is C1(=CC=CC=C1)C (toluene), O (Water). Conditions: time 5 minute. The product is COC(=O)C=1N(C(C2=CC=C(C=C2C1C1=CC=CC=C1)NCC1=CC=CC=C1)=O)CC1=CC=C(C=C1)C(=O)OC(C)(C)C (6-benzylamino-2-(4-tert-butoxycarbonylbenzyl)-1-oxo-4-phenyl-1,2-dihydroisoquinoline-3-carboxylic acid methyl ester). Reaction SMILES: C1(P(C2C=CC=CC=2)C2C=CC3C(=CC=CC=3)C=2C2C3C(=CC=CC=3)C=CC=2P(C2C=CC=CC=2)C2C=CC=CC=2)C=CC=CC=1.[CH3:47][O:48][C:49]([C:51]1[N:52]([CH2:69][C:70]2[CH:75]=[CH:74][C:73]([C:76]([O:78][C:79]([CH3:82])([CH3:81])[CH3:80])=[O:77])=[CH:72][CH:71]=2)[C:53](=[O:68])[C:54]2[C:59]([C:60]=1[C:61]1[CH:66]=[CH:65][CH:64]=[CH:63][CH:62]=1)=[CH:58][C:57](Br)=[CH:56][CH:55]=2)=[O:50].[CH2:83]([NH2:90])[C:84]1[CH:89]=[CH:88][CH:87]=[CH:86][CH:85]=1.CC(C)([O-])C.[Na+]>C([O-])(=O)C.[Pd+2].C([O-])(=O)C.O.C1(C)C=CC=CC=1>[CH3:47][O:48][C:49]([C:51]1[N:52]([CH2:69][C:70]2[CH:75]=[CH:74][C:73]([C:76]([O:78][C:79]([CH3:82])([CH3:81])[CH3:80])=[O:77])=[CH:72][CH:71]=2)[C:53](=[O:68])[C:54]2[C:59]([C:60]=1[C:61]1[CH:66]=[CH:65][CH:64]=[CH:63][CH:62]=1)=[CH:58][C:57]([NH:90][CH2:83][C:84]1[CH:89]=[CH:88][CH:87]=[CH:86][CH:85]=1)=[CH:56][CH:55]=2)=[O:50] |f:3.4,5.6.7|. Procedure details: To toluene (40 ml) were added palladium(II) acetate (27 mg) and rac-2,2′-bis(diphenylphosphino)-1,1′-binaphthyl (240 mg) at room temperature, and the mixture was stirred for 5 min. under a nitrogen stream. To the reaction mixture were added 6-bromo-2-(4-tert-butoxycarbonylbenzyl)-1-oxo-4-phenyl-1,2-dihydroisoquinoline-3-carboxylic acid methyl ester (2.0 g) and benzylamine (0.6 ml) at room temperature and the mixture was stirred for 10 min. under a nitrogen stream. Further, to the reaction mixtur... The reactants are C1CCOC1, Cl, [Li+], COC(=O)C(Cc1cc(C)c2[nH]c(OC)nc2c1)OC(=O)N1CCC(N2CCc3ccccc3NC2=O)CC1, [OH-], O. Product: COc1nc2cc(CC(OC(=O)N3CCC(N4CCc5ccccc5NC4=O)CC3)C(=O)O)cc(C)c2[nH]1. As a reaction SMILES: [CH2:44]1[O:45][CH2:46][CH2:47][CH2:48]1.[ClH:42].[Li+:2].[O:3]=[C:4]1[NH:5][c:6]2[c:7]([cH:38][cH:39][cH:40][cH:41]2)[CH2:8][CH2:9][N:10]1[CH:11]1[CH2:12][CH2:13][N:14]([C:17](=[O:18])[O:19][CH:20]([CH2:21][c:22]2[cH:23][c:24]3[c:25]([nH:26][c:27]([O:29][CH3:30])[n:28]3)[c:31]([CH3:33])[cH:32]2)[C:34](=[O:35])[O:36][CH3:37])[CH2:15][CH2:16]1.[OH-:1].[OH2:43]>>[O:3]=[C:4]1[NH:5][c:6]2[c:7]([cH:38][cH:39][cH:40][cH:41]2)[CH2:8][CH2:9][N:10]1[CH:11]1[CH2:12][CH2:13][N:14]([C:17](=[O:18])[O:19][CH:20]([CH2:21][c:22]2[cH:23][c:24]3[c:25]([nH:26][c:27]([O:29][CH3:30])[n:28]3)[c:31]([CH3:33])[cH:32]2)[C:34](=[O:35])[OH:36])[CH2:15][CH2:16]1. The reactants are O=C([O-])O, O=Cc1ccc2ncnc(Nc3ccc(OCc4cccc(F)c4)c(Cl)c3)c2c1, Cl, NN1CCCC1, [Na+], C1CCOC1, O. Product: Fc1cccc(COc2ccc(Nc3ncnc4ccc(C=NN5CCCC5)cc34)cc2Cl)c1. RXN SMILES: [C:37](=[O:38])([OH:39])[O-:40].[Cl:1][c:2]1[cH:3][c:4]([NH:17][c:18]2[n:19][cH:20][n:21][c:22]3[cH:23][cH:24][c:25]([CH:28]=[O:29])[cH:26][c:27]23)[cH:5][cH:6][c:7]1[O:8][CH2:9][c:10]1[cH:11][c:12]([F:16])[cH:13][cH:14][cH:15]1.[ClH:30].[NH2:31][N:32]1[CH2:33][CH2:34][CH2:35][CH2:36]1.[Na+:41].[O:42]1[CH2:43][CH2:44][CH2:45][CH2:46]1.[OH2:47]>>[Cl:1][c:2]1[cH:3][c:4]([NH:17][c:18]2[n:19][cH:20][n:21][c:22]3[cH:23][cH:24][c:25]([CH:28]=[N:31][N:32]4[CH2:33][CH2:34][CH2:35][CH2:36]4)[cH:26][c:27]23)[cH:5][cH:6][c:7]1[O:8][CH2:9][c:10]1[cH:11][c:12]([F:16])[cH:13][cH:14][cH:15]1.